Dataset: the Open Reaction Database (ORD), a public repository of structured organic reaction records. Task: describe an organic reaction: reactants, conditions, products, and yield The reactants are [Br-], C1CCOC1, CON(C)C(=O)c1ccc(-c2cc(C(F)(F)F)on2)cc1, [Mg+]C1CCCCC1. Yields the product O=C(c1ccc(-c2cc(C(F)(F)F)on2)cc1)C1CCCCC1. As a reaction SMILES: [Br-:22].[CH2:30]1[O:31][CH2:32][CH2:33][CH2:34]1.[CH3:1][O:2][N:3]([C:4]([c:5]1[cH:6][cH:7][c:8](-[c:11]2[n:12][o:13][c:14]([C:16]([F:17])([F:18])[F:19])[cH:15]2)[cH:9][cH:10]1)=[O:20])[CH3:21].[CH:23]1([Mg+:29])[CH2:24][CH2:25][CH2:26][CH2:27][CH2:28]1>>[C:4]([c:5]1[cH:6][cH:7][c:8](-[c:11]2[n:12][o:13][c:14]([C:16]([F:17])([F:18])[F:19])[cH:15]2)[cH:9][cH:10]1)(=[O:20])[CH:23]1[CH2:24][CH2:25][CH2:26][CH2:27][CH2:28]1. Reactants: FS(=O)(=O)C1=C(N)C(=CC(=C1)Br)Br (2-fluorosulfonyl-4,6-dibromoaniline), S(=O)([O-])[O-].[Na+].[Na+] (sodium sulfite), Cl (hydrochloric acid). The solvent is O (water). Reaction conditions: temperature 70 celsius. The product is NC1=C(C=C(C=C1Br)Br)S(=O)O (2-amino-3,5-dibromobenzenesulfinic acid). Isolated yield 79.4%. Reaction SMILES: S([O-])([O-])=O.[Na+].[Na+].F[S:8]([C:11]1[CH:17]=[C:16]([Br:18])[CH:15]=[C:14]([Br:19])[C:12]=1[NH2:13])(=[O:10])=[O:9].Cl>O>[NH2:13][C:12]1[C:14]([Br:19])=[CH:15][C:16]([Br:18])=[CH:17][C:11]=1[S:8]([OH:10])=[O:9] |f:0.1.2|. Reported procedure: A mixture of sodium sulfite (Na2SO3 ; 20.2 g; 0.16 mol) and water (100 ml) is stirred and heated to 70° C. and 2-fluorosulfonyl-4,6-dibromoaniline (13.3 g; 0.04 mol) is added at once. The reaction mixture cools down somewhat and is reheated to 70° C. and maintained at that temperature for 20 hours. The reaction mixture is then cooled down, acidifed with 10% hydrochloric acid to yield a white precipitate. The precipitate is filtered, washed with water and dried to afford 10 g of title product, m.... The reactants are CO, [Cl-], Fc1ccc(C2CO2)cc1F, [N-]=[N+]=[N-], [NH4+], [Na+], O. RXN SMILES: [CH3:18][OH:19].[Cl-:5].[F:7][c:8]1[cH:9][c:10]([CH:15]2[O:16][CH2:17]2)[cH:11][cH:12][c:13]1[F:14].[N-:2]=[N+:3]=[N-:4].[NH4+:6].[Na+:1].[OH2:20]>>[N:2](=[N+:3]=[N-:4])[CH2:17][CH:15]([c:10]1[cH:9][c:8]([F:7])[c:13]([F:14])[cH:12][cH:11]1)[OH:16]. Product: [N-]=[N+]=NCC(O)c1ccc(F)c(F)c1.